Dataset: the Open Reaction Database (ORD), a public repository of structured organic reaction records. Task: describe an organic reaction: reactants, conditions, products, and yield The reactants are [OH-].[Na+] (sodium hydroxide), C(C1=CC=CC=C1)C(C(=O)O)C(C1OCCNC1)=O (α-benzyltetrahydro-β-oxo-4H-1,4-oxazinepropionic acid), COC(C(C(=O)O)CC1=CC=CC=C1)=O (benzylmalonic acid monomethyl ester), C(C1=CC=CC=C1)ON (O-benzylhydroxylamine). The solvent is O (water), CO (methanol). Product: C(C1=CC=CC=C1)ONC(=O)C(C(=O)O)CC1=CC=CC=C1 (α-[(benzyloxy)carbamoyl]hydrocinnamic acid). RXN SMILES: [CH2:1]([CH:8]([C:12](=[O:19])C1CNCCO1)[C:9]([OH:11])=[O:10])[C:2]1[CH:7]=[CH:6][CH:5]=[CH:4][CH:3]=1.COC(=O)C(CC1C=CC=CC=1)C(O)=O.[CH2:35]([O:42][NH2:43])[C:36]1[CH:41]=[CH:40][CH:39]=[CH:38][CH:37]=1.[OH-].[Na+]>O.CO>[CH2:35]([O:42][NH:43][C:12]([CH:8]([CH2:1][C:2]1[CH:3]=[CH:4][CH:5]=[CH:6][CH:7]=1)[C:9]([OH:11])=[O:10])=[O:19])[C:36]1[CH:41]=[CH:40][CH:39]=[CH:38][CH:37]=1 |f:3.4|. Procedure details: In a manner analogous to that described for α-benzyltetrahydro-β-oxo-4H-1,4-oxazinepropionic acid, benzylmalonic acid monomethyl ester was amidated with O-benzylhydroxylamine and the resulting product [MS: 314 (M+H)+ ] was saponified with 1N sodium hydroxide solution in a 9:1 mixture of methanol and water to the corresponding acid. Recrystallization of the crude product from methanol/methylene chloride/ether yielded α-[(benzyloxy)carbamoyl]hydrocinnamic acid of melting point 147°. The reactants are [H-].[Na+] (sodium hydride), C(C1=CC=CC=C1)OC(=O)NC1=CC=C(C=C1)O (4-(benzyloxycarbonylamino)phenol), Cl (hydrochloric acid), BrCC(=O)OCC (ethyl bromoacetate). Run in CN(C=O)C (dimethylformamide). Reaction conditions: time 5 minute. Yields the product C(C1=CC=CC=C1)OC(=O)NC1=CC=C(OCC(=O)OCC)C=C1 (Ethyl 4-(benzyloxycarbonylamino)phenoxyacetate). Isolated yield 86.4%. Reaction SMILES: [H-].[Na+].[CH2:3]([O:10][C:11]([NH:13][C:14]1[CH:19]=[CH:18][C:17]([OH:20])=[CH:16][CH:15]=1)=[O:12])[C:4]1[CH:9]=[CH:8][CH:7]=[CH:6][CH:5]=1.Br[CH2:22][C:23]([O:25][CH2:26][CH3:27])=[O:24].Cl>CN(C)C=O>[CH2:3]([O:10][C:11]([NH:13][C:14]1[CH:15]=[CH:16][C:17]([O:20][CH2:22][C:23]([O:25][CH2:26][CH3:27])=[O:24])=[CH:18][CH:19]=1)=[O:12])[C:4]1[CH:5]=[CH:6][CH:7]=[CH:8][CH:9]=1 |f:0.1|. Reported procedure: 1.89 g (45.2 mmol) of sodium hydride (as a 55% w/w dispersion in mineral oil) were added, whilst ice-cooling, to a solution of 10.0 g (41.1 mmol) of 4-(benzyloxycarbonylamino)phenol [prepared as described in step (a) above] in 100 ml of dimethylformamide, and the mixture was stirred for 5 minutes. 5.01 ml (45.2 mmol) of ethyl bromoacetate were then added to the resulting mixture, after which the mixture was stirred at room temperature for 3 hours. At the end of this time, the reaction mixture wa... The reactants are BrCCCCBr, CC#N, Fc1ccc2c(C3CCNCC3)noc2c1, [K+], [K+], O=C([O-])[O-]. Yields the product Fc1ccc2c(C3CCN(CCCCBr)CC3)noc2c1. Reaction SMILES: [Br:23][CH2:24][CH2:25][CH2:26][CH2:27][Br:28].[CH3:29][C:30]#[N:31].[F:1][c:2]1[cH:3][c:4]2[c:5]([c:6]([CH:9]3[CH2:10][CH2:11][NH:12][CH2:13][CH2:14]3)[n:7][o:8]2)[cH:15][cH:16]1.[K+:17].[K+:18].[O-:19][C:20]([O-:21])=[O:22]>>[F:1][c:2]1[cH:3][c:4]2[c:5]([c:6]([CH:9]3[CH2:10][CH2:11][N:12]([CH2:27][CH2:26][CH2:25][CH2:24][Br:23])[CH2:13][CH2:14]3)[n:7][o:8]2)[cH:15][cH:16]1.